Dataset: the Open Reaction Database (ORD), a public repository of structured organic reaction records. Task: describe an organic reaction: reactants, conditions, products, and yield The reactants are N1C(=CC2=CC=CC=C12)C1=NNC2=CC=C(C=C12)OC1=CC=CC=C1 (3-(1H-indol-2-yl)-5-phenoxy-1H-indazole), C(=O)[O-].[NH4+] (ammonium formate). Reagents/catalysts: [Pd] (palladium-on-charcoal). Solvent: C(C)O (ethanol). Yields the product N1C(=CC2=CC=CC=C12)C1=NNC2=CC=C(C=C12)O (3-(1H-indol-2-yl)-1H-indazol-5-ol). Yield: 89.4%. As a reaction SMILES: [NH:1]1[C:9]2[C:4](=[CH:5][CH:6]=[CH:7][CH:8]=2)[CH:3]=[C:2]1[C:10]1[C:18]2[C:13](=[CH:14][CH:15]=[C:16]([O:19]C3C=CC=CC=3)[CH:17]=2)[NH:12][N:11]=1.C([O-])=O.[NH4+]>C(O)C.[Pd]>[NH:1]1[C:9]2[C:4](=[CH:5][CH:6]=[CH:7][CH:8]=2)[CH:3]=[C:2]1[C:10]1[C:18]2[C:13](=[CH:14][CH:15]=[C:16]([OH:19])[CH:17]=2)[NH:12][N:11]=1 |f:1.2|. Procedure details: A solution of 2.54 g of 3-(1H-indol-2-yl)-5-phenoxy-1H-indazole, of 2.83 g of ammonium formate and 2.54 g of palladium-on-charcoal at 10% in 150 ml of ethanol is refluxed for one hour. The catalyst is filtered through paper and rinsed with ethanol. The filtrate is concentrated to dryness to obtain 1.74 g of 3-(1H-indol-2-yl)-1H-indazol-5-ol. Starting materials: Brc1cncc(Br)c1, COc1ccc(O)cc1, CN(C)C=O, CCOC(C)=O, [H-], [Na+], O. Product: COc1ccc(Oc2cncc(Br)c2)cc1. RXN SMILES: [Br:12][c:13]1[cH:14][n:15][cH:16][c:17]([Br:18])[cH:19]1.[CH3:1][O:2][c:3]1[cH:4][cH:5][c:6]([OH:9])[cH:7][cH:8]1.[CH3:21][N:22]([CH3:23])[CH:24]=[O:25].[CH3:26][CH2:27][O:28][C:29](=[O:30])[CH3:31].[H-:10].[Na+:11].[OH2:20]>>[CH3:1][O:2][c:3]1[cH:4][cH:5][c:6]([O:9][c:13]2[cH:14][n:15][cH:16][c:17]([Br:18])[cH:19]2)[cH:7][cH:8]1.